From a dataset of the Open Reaction Database (ORD), a public repository of structured organic reaction records. describe an organic reaction: reactants, conditions, products, and yield Starting materials: C[Li] (Methyl lithium), N1=C(C=CC=C1)C(=O)C1=C(NC(C2=CC=C(C=C2)OC)=O)C=CC=C1 (2'-(2-pyridinecarbonyl)-p-anisanilide), O1CCCC1 (tetrahydrofuran). Solvent: C1=CC=CC=C1 (benzene), CCCCCC (hexane). Reaction conditions: time 30 minute. Yields the product OC(C)(C1=NC=CC=C1)C1=C(NC(C2=CC=C(C=C2)OC)=O)C=CC=C1 (2'-[1-hydroxy-1-(2-pyridyl)ethyl]-p-anisanilide). Reaction SMILES: C[Li].[N:3]1[CH:8]=[CH:7][CH:6]=[CH:5][C:4]=1[C:9]([C:11]1[CH:27]=[CH:26][CH:25]=[CH:24][C:12]=1[NH:13][C:14](=[O:23])[C:15]1[CH:20]=[CH:19][C:18]([O:21][CH3:22])=[CH:17][CH:16]=1)=[O:10].O1CCC[CH2:29]1>C1C=CC=CC=1.CCCCCC>[OH:10][C:9]([C:11]1[CH:27]=[CH:26][CH:25]=[CH:24][C:12]=1[NH:13][C:14](=[O:23])[C:15]1[CH:20]=[CH:19][C:18]([O:21][CH3:22])=[CH:17][CH:16]=1)([C:4]1[CH:5]=[CH:6][CH:7]=[CH:8][N:3]=1)[CH3:29]. Reported procedure: Methyl lithium (0.24 mole, 142 ml. of 1.7 molar in ether) is added to 2'-(2-pyridinecarbonyl)-p-anisanilide (36.6 g., 0.11 mole) in 400 ml. of tetrahydrofuran in 15 min. with stirring at 10°-20°C. Stirring is continued for another 30 min., the reaction mixture hydrolyzed by addition of 300 ml. of water, concentrated under reduced pressure until the tetrahydrofuran solvent is substantially removed, and the mixture extracted with ethyl acetate. The ethyl acetate extract washed with water, brine, d... Reactants: [Cl-].C1(=CC=CC=C1)PC1=CC=CC=C1 (diphenylphosphine chloride), C(C=C)O (allyl alcohol), N1=CC=CC=C1 (pyridine). The solvent is CCOCC (ether). Run at temperature 178 celsius, time 40 minute. Yields the product C(C=C)P(C1=CC=CC=C1)(C1=CC=CC=C1)=O (Allyl Diphenylphosphine Oxide). As a reaction SMILES: [Cl-].[C:2]1([PH:8][C:9]2[CH:14]=[CH:13][CH:12]=[CH:11][CH:10]=2)[CH:7]=[CH:6][CH:5]=[CH:4][CH:3]=1.C([OH:18])C=C.N1C=C[CH:22]=[CH:21][CH:20]=1>CCOCC>[CH2:20]([P:8](=[O:18])([C:2]1[CH:3]=[CH:4][CH:5]=[CH:6][CH:7]=1)[C:9]1[CH:10]=[CH:11][CH:12]=[CH:13][CH:14]=1)[CH:21]=[CH2:22] |f:0.1|. Reported procedure: A mixture of diphenylphosphine chloride (11 g, 0.05 mol), allyl alcohol (2.9 g, 0.05 mol) in 50 ml of anhydrous ether is stirred at room temperature while slowly adding pyridine (4.0 g, 0.05 mol) to it. After 40 minutes, the pyridine hydrochloride is filtered off and the ether removed by distillation. The liquid residue is heated to 150°, whereupon an exothermic reactions sets in raising the temperature quickly to 178° C. The material is then distilled, b.p. 168°-175° C/0.4 mm, whereupon it crys... The reactants are C1(CC1)C(=O)C(C1=C(C=CC=C1)F)N1CC2=C(CC1)SC(=C2)[N+](=O)[O-] (5-(α-cyclopropylcarbonyl-2-fluorobenzyl)-2-nitro-4,5,6,7-tetrahydrothieno[3,2-c]pyridine), C([O-])([O-])=O.[Na+].[Na+] (sodium carbonate), O (water), C(Cl)(Cl)Cl (chloroform). Reagents/catalysts: [Fe] (iron). Run in C(C)(=O)O (acetic acid), C(C)(=O)OC(C)=O (acetic anhydride). The product is C(C)(=O)NC1=CC=2CN(CCC2S1)C(C1=C(C=CC=C1)F)C(=O)C1CC1 (2-Acetylamino-5-(α-cyclopropylcarbonyl-2-fluorobenzyl)-4,5,6,7-tetrahydrothieno[3,2-c]pyridine). As a reaction SMILES: [CH:1]1([C:4]([CH:6]([N:14]2[CH2:19][CH2:18][C:17]3[S:20][C:21]([N+:23]([O-])=O)=[CH:22][C:16]=3[CH2:15]2)[C:7]2[CH:12]=[CH:11][CH:10]=[CH:9][C:8]=2[F:13])=[O:5])[CH2:3][CH2:2]1.O.[CH:27](Cl)(Cl)Cl.[C:31](=[O:34])([O-])[O-].[Na+].[Na+]>C(O)(=O)C.C(OC(=O)C)(=O)C.[Fe]>[C:31]([NH:23][C:21]1[S:20][C:17]2[CH2:18][CH2:19][N:14]([CH:6]([C:4]([CH:1]3[CH2:3][CH2:2]3)=[O:5])[C:7]3[CH:12]=[CH:11][CH:10]=[CH:9][C:8]=3[F:13])[CH2:15][C:16]=2[CH:22]=1)(=[O:34])[CH3:27] |f:3.4.5|. Procedure: 1.85 g (5.13 mmole) of 5-(α-cyclopropylcarbonyl-2-fluorobenzyl)-2-nitro-4,5,6,7-tetrahydrothieno[3,2-c]pyridine (prepared as described in Example 18) were dissolved in a mixture of 20 ml of acetic acid and 2 ml of acetic anhydride, and then 1.85 g of iron powder were added to the solution, whilst stirring at room temperature; the mixture was then stirred at the same temperature for 90 minutes. At the end of this time, water and chloroform were added to the reaction mixture, and the mixture was n... Reactants: ClC1=C(C=O)C(=CC(=C1)[N+](=O)[O-])Cl (2,6-dichloro-4-nitrobenzaldehyde), C(O)(O)=O.NNC(=N)N (Aminoguanidine hydrogen carbonate), Cl (hydrochloric acid). Solvent: C(C)O (ethanol), O (water), C(C)OCC (diethyl ether). Product: Cl.ClC1=C(C=NNC(=N)N)C(=CC(=C1)[N+](=O)[O-])Cl ((2,6-dichloro-4-nitrobenzylidene amino)-guanidine hydrochloride). As a reaction SMILES: C(=O)(O)O.[NH2:5][NH:6][C:7]([NH2:9])=[NH:8].Cl.[Cl:11][C:12]1[CH:19]=[C:18]([N+:20]([O-:22])=[O:21])[CH:17]=[C:16]([Cl:23])[C:13]=1[CH:14]=O>O.C(O)C.C(OCC)C>[ClH:11].[Cl:11][C:12]1[CH:19]=[C:18]([N+:20]([O-:22])=[O:21])[CH:17]=[C:16]([Cl:23])[C:13]=1[CH:14]=[N:5][NH:6][C:7]([NH2:9])=[NH:8] |f:0.1,7.8|. Procedure details: Aminoguanidine hydrogen carbonate (0.96 g, 7.0 mmol) was added to a solution of concentrated hydrochloric acid (0.6 cm3) in water (2 cm3). After diluting the resulting solution with ethanol (20 cm3), 2,6-dichloro-4-nitrobenzaldehyde (1.53 g, 7.0 mmol) was added and the suspension heated under reflux for 2.5 h. The reaction mixture was cooled and diluted with diethyl ether to yield (2,6-dichloro-4-nitrobenzylidene amino)-guanidine hydrochloride as a yellow solid, mp 190° C. (dec). Yields the product CCN(CC)CC1CCCCN1CCCCN1c2ccccc2C(=O)Nc2cccnc21. As a reaction SMILES: [CH2:1]([CH3:2])[N:3]([CH2:4][CH3:5])[CH2:6][CH:7]1[N:8]([CH2:13][C:14]#[C:15][CH2:16][N:17]2[c:18]3[c:19]([cH:29][cH:30][cH:31][n:32]3)[NH:20][C:21](=[O:28])[c:22]3[c:23]2[cH:24][cH:25][cH:26][cH:27]3)[CH2:9][CH2:10][CH2:11][CH2:12]1.[CH3:35][CH2:36][OH:37].[H:33][H:34].[Pd:38]>>[CH2:1]([CH3:2])[N:3]([CH2:4][CH3:5])[CH2:6][CH:7]1[N:8]([CH2:13][CH2:14][CH2:15][CH2:16][N:17]2[c:18]3[c:19]([cH:29][cH:30][cH:31][n:32]3)[NH:20][C:21](=[O:28])[c:22]3[c:23]2[cH:24][cH:25][cH:26][cH:27]3)[CH2:9][CH2:10][CH2:11][CH2:12]1. Starting materials: CCN(CC)CC1CCCCN1CC#CCN1c2ccccc2C(=O)Nc2cccnc21, CCO, [H][H], [Pd]. Reactants: C1(CCCC1)OC=1C=C(C=CC1OC)/C=C/C(=O)OC (methyl 3-(3-cyclopentoxy-4-methoxyphenyl)-E-propenoate), solution, [OH-].[K+] (potassium hydroxide). Solvent: CO (methanol), O (water). The product is C1(CCCC1)OC=1C=C(C=CC1OC)/C=C/C(=O)O (3-(3-Cyclopentoxy-4-methoxyphenyl)-E-propenoic acid). RXN SMILES: [CH:1]1([O:6][C:7]2[CH:8]=[C:9](/[CH:15]=[CH:16]/[C:17]([O:19]C)=[O:18])[CH:10]=[CH:11][C:12]=2[O:13][CH3:14])[CH2:5][CH2:4][CH2:3][CH2:2]1.[OH-].[K+]>CO.O>[CH:1]1([O:6][C:7]2[CH:8]=[C:9](/[CH:15]=[CH:16]/[C:17]([OH:19])=[O:18])[CH:10]=[CH:11][C:12]=2[O:13][CH3:14])[CH2:2][CH2:3][CH2:4][CH2:5]1 |f:1.2|. Procedure details: To a stirring solution of 0.8 g (2.9 mmol) of methyl 3-(3-cyclopentoxy-4-methoxyphenyl)-E-propenoate in 20 mL of methanol was added dropwise 25 mL of a 1.0N solution of potassium hydroxide in water over a 5 minute period. The mixture precipitated immediately, but returned to a solution after a 16-hour period at which time the solution was concentrated, diluted with 20 mL of water and neutralized to pH 1.0 with concentrated hydrochloric acid. The analytically pure white solid which formed was col...